This data is from the Open Reaction Database (ORD), a public repository of structured organic reaction records. The task is: describe an organic reaction: reactants, conditions, products, and yield The reactants are [Li]C=1C=CC=CC1 (PhLi), ClC(C(Cl)(Cl)Cl)(Cl)Cl (hexachloroethane), CNCCN(C)C (N,N′,N′-trimethylethylendiamine), [Li]CCCC (BuLi), C(C1=CC(=CC=C1)OC)=O (m-anisaldehyde). Run in C1CCOC1 (THF), C1CCOC1 (THF), C1(=CC=CC=C1)C (toluene). Run at temperature 0 celsius, time 15 minute. Product: ClC1=C(C=O)C=CC=C1OC (2-Chloro-3-methoxy benzaldehyde). Reaction SMILES: CNCCN(C)C.[Li]CCCC.[CH:13](=[O:22])[C:14]1[CH:19]=[CH:18][CH:17]=[C:16]([O:20][CH3:21])[CH:15]=1.[Li]C1C=CC=CC=1.[Cl:30]C(Cl)(Cl)C(Cl)(Cl)Cl>C1(C)C=CC=CC=1.C1COCC1>[Cl:30][C:15]1[C:16]([O:20][CH3:21])=[CH:17][CH:18]=[CH:19][C:14]=1[CH:13]=[O:22]. Reported procedure: To a sol. of N,N′,N′-trimethylethylendiamine (2.77 g, 21.4 mmol) in toluene (50 mL) was added BuLi (13.0 mL, 20.8 mmol) dropwise at 0° C. After stirring for 15 min at 0° C., m-anisaldehyde (2.44 g, 20 mmol) was added, and the mixture was stirred 30 min at 0° C. PhLi (30 mL, 60 mmol) was then added at 0° C., and the mixture was stirred at rt for 4 h. The mixture was cooled to −30° C., and 25 mL THF were added followed by hexachloroethane (14.2 g, 60 mmol) in THF (25 mL). The cooling bath was remo...